This data is from the Open Reaction Database (ORD), a public repository of structured organic reaction records. The task is: describe an organic reaction: reactants, conditions, products, and yield Reactants: C([O-])(O)=O.[Na+] (sodium bicarbonate), Cl.NO (hydroxylamine hydrochloride), C(C=C)C1=C(C=O)C(=CC=C1)Cl (2-allyl-6-chlorobenzaldehyde). The solvent is O (water), CO (methanol). Run at temperature 0 celsius, time 8 hour. Product: C(C=C)C1=C(C=NO)C(=CC=C1)Cl (2-Allyl-6-chlorobenzaldehyde oxime). RXN SMILES: C(=O)(O)[O-].[Na+].Cl.[NH2:7][OH:8].[CH2:9]([C:12]1[CH:19]=[CH:18][CH:17]=[C:16]([Cl:20])[C:13]=1[CH:14]=O)[CH:10]=[CH2:11]>O.CO>[CH2:9]([C:12]1[CH:19]=[CH:18][CH:17]=[C:16]([Cl:20])[C:13]=1[CH:14]=[N:7][OH:8])[CH:10]=[CH2:11] |f:0.1,2.3|. Reported procedure: 5.58 g of sodium bicarbonate were added to a solution of 4.62 g of hydroxylamine hydrochloride in 50 ml of water, and the mixture was cooled to 0° C. A solution of 9.7 g (44.32 mmol) of 2-allyl-6-chlorobenzaldehyde in 50 ml of methanol was then added dropwise, and the mixture was stirred at room temperature overnight. The methanol was subsequently removed under reduced pressure and the residue was stirred into 300 ml of water. The aqueous phase was extracted with diethyl ether and the combined o... Reactants: CC(CO)(CO)[N+](=O)[O-], C1COOOC1, O, Cc1ccc(S(=O)(=O)O)cc1, c1ccccc1, c1ccccc1. Yields the product CC1([N+](=O)[O-])COCOC1. As a reaction SMILES: [N+:1](=[O:2])([O-:3])[C:4]([CH2:5][OH:6])([CH2:7][OH:8])[CH3:9].[O:10]1[CH2:11][CH2:12][CH2:13][O:14][O:15]1.[OH2:33].[c:16]1([CH3:17])[cH:18][cH:19][c:20]([S:21]([OH:22])(=[O:23])=[O:24])[cH:25][cH:26]1.[cH:27]1[cH:28][cH:29][cH:30][cH:31][cH:32]1.[cH:34]1[cH:35][cH:36][cH:37][cH:38][cH:39]1>>[N+:1](=[O:2])([O-:3])[C:4]1([CH3:9])[CH2:5][O:6][CH2:13][O:8][CH2:7]1. Yields the product CCOC(CF)=C(C#N)c1cccc(Cl)c1Cl. Starting materials: O=C([O-])[O-], CCI, CN(C)C=O, N#CC(=C(O)CF)c1cccc(Cl)c1Cl, [K+], [K+]. Reaction SMILES: [C:19](=[O:20])([O-:21])[O-:22].[CH2:16]([CH3:17])[I:18].[CH3:25][N:26]([CH3:27])[CH:28]=[O:29].[Cl:1][c:2]1[c:3]([C:9]([C:10]#[N:11])=[C:12]([CH2:13][F:14])[OH:15])[cH:4][cH:5][cH:6][c:7]1[Cl:8].[K+:23].[K+:24]>>[Cl:1][c:2]1[c:3]([C:9]([C:10]#[N:11])=[C:12]([CH2:13][F:14])[O:15][CH2:16][CH3:17])[cH:4][cH:5][cH:6][c:7]1[Cl:8]. The reactants are BrC1=CC(=CC=2N(C(=NC21)C)CC2=C(C(=CC=C2)Cl)C)N2CCOCC2 (4-bromo-1-[(3-chloro-2-methylphenyl)methyl]-2-methyl-6-(4-morpholinyl)-1H-benzimidazole), C(C)(C)OB1OC(C(O1)(C)C)(C)C (2-isopropoxy-4,4,5,5-tetramethyl-1,3,2-dioxaborolane). Product: ClC=1C(=C(C=CC1)CN1C(=NC2=C1C=C(C=C2B(O)O)N2CCOCC2)C)C ([1-[(3-chloro-2-methylphenyl)methyl]-2-methyl-6-(4-morpholinyl)-1H-benzimidazol-4-yl]boronic acid). Isolated yield 23.4%. As a reaction SMILES: Br[C:2]1[C:10]2[N:9]=[C:8]([CH3:11])[N:7]([CH2:12][C:13]3[CH:18]=[CH:17][CH:16]=[C:15]([Cl:19])[C:14]=3[CH3:20])[C:6]=2[CH:5]=[C:4]([N:21]2[CH2:26][CH2:25][O:24][CH2:23][CH2:22]2)[CH:3]=1.C([O:30][B:31]1OC(C)(C)C(C)(C)[O:32]1)(C)C>>[Cl:19][C:15]1[C:14]([CH3:20])=[C:13]([CH2:12][N:7]2[C:6]3[CH:5]=[C:4]([N:21]4[CH2:26][CH2:25][O:24][CH2:23][CH2:22]4)[CH:3]=[C:2]([B:31]([OH:32])[OH:30])[C:10]=3[N:9]=[C:8]2[CH3:11])[CH:18]=[CH:17][CH:16]=1. Reported procedure: Several batches were prepared, using additional 77 g of 4-bromo-1-[(3-chloro-2-methylphenyl)methyl]-2-methyl-6-(4-morpholinyl)-1H-benzimidazole (177.11 mmol), either by the method above or by using 2-isopropoxy-4,4,5,5-tetramethyl-1,3,2-dioxaborolane as the quenching agent. After standard work up the batches were combined with the above material and purified first by RP-HPLC (Luna C18(2), 5 u, 101×250 mm, 55:45 300 mM Aqueous ammonium trifluoroacetate (pH 2.8):acetonitrile), followed by purifica... The reactants are O=C([O-])O, ClCCl, CCC(CC)c1cc[nH]n1, CCN(C(C)C)C(C)C, [Na+], O=C1C(O)OCN1c1cccc(C(F)(F)F)c1, O=S(Cl)Cl. Yields the product CCC(CC)c1ccn(C2OCN(c3cccc(C(F)(F)F)c3)C2=O)n1. As a reaction SMILES: [C:41](=[O:42])([OH:43])[O-:44].[CH2:46]([Cl:47])[Cl:48].[CH2:5]([CH3:6])[CH:7]([CH2:8][CH3:9])[c:10]1[n:11][nH:12][cH:13][cH:14]1.[CH:15]([N:16]([CH2:17][CH3:18])[CH:19]([CH3:20])[CH3:21])([CH3:22])[CH3:23].[Na+:45].[OH:24][CH:25]1[C:26](=[O:40])[N:27]([c:30]2[cH:31][c:32]([C:36]([F:37])([F:38])[F:39])[cH:33][cH:34][cH:35]2)[CH2:28][O:29]1.[S:1]([Cl:2])([Cl:3])=[O:4]>>[CH2:5]([CH3:6])[CH:7]([CH2:8][CH3:9])[c:10]1[n:11][n:12]([CH:25]2[C:26](=[O:40])[N:27]([c:30]3[cH:31][c:32]([C:36]([F:37])([F:38])[F:39])[cH:33][cH:34][cH:35]3)[CH2:28][O:29]2)[cH:13][cH:14]1. RXN SMILES: [C:31].[CH2:25]1[O:26][CH2:27][CH2:28][O:29][CH2:30]1.[Cl:1][c:2]1[c:3]([CH2:4][n:5]2[c:6]([CH3:14])[n:7][c:8]([CH:12]=[CH2:13])[c:9]2[CH:10]=[O:11])[cH:15][cH:16][c:17]([O:19][CH2:20][CH2:21][CH2:22][CH2:23][CH3:24])[cH:18]1.[Pd:32]>>[Cl:1][c:2]1[c:3]([CH2:4][n:5]2[c:6]([CH3:14])[n:7][c:8]([CH2:12][CH3:13])[c:9]2[CH:10]=[O:11])[cH:15][cH:16][c:17]([O:19][CH2:20][CH2:21][CH2:22][CH2:23][CH3:24])[cH:18]1. Reactants: C, C1COCCO1, C=Cc1nc(C)n(Cc2ccc(OCCCCC)cc2Cl)c1C=O, [Pd]. Product: CCCCCOc1ccc(Cn2c(C)nc(CC)c2C=O)c(Cl)c1. The reactants are N\C(=C\1/C(C2=C(S1)C=CC=C2)=O)\C2=C(C=CC=C2)[N+](=O)[O-] ((E)-2-[(amino)-(2-nitrophenyl)methylene]-benzo[b]thiophen-3(2H)-one), petroleum ether tetrahydrofuran, [H][H] (hydrogen), [H][H] (hydrogen). Reagents/catalysts: [Ni] (Raney nickel). The solvent is C(C)(=O)OC (methyl acetate), O1CCCC1 (tetrahydrofuran). Yields the product N\C(=C\1/C(C2=C(S1)C=CC=C2)=O)\C2=C(C=CC=C2)N ((E)-2-[(Amino)-(2-Amino-phenyl)methylene]-benzo[b]-thiophen-3(2H)-one). As a reaction SMILES: [NH2:1]/[C:2](/[C:13]1[CH:18]=[CH:17][CH:16]=[CH:15][C:14]=1[N+:19]([O-])=O)=[C:3]1\[C:4](=[O:12])[C:5]2[CH:11]=[CH:10][CH:9]=[CH:8][C:6]=2[S:7]\1.[H][H]>C(OC)(=O)C.O1CCCC1.[Ni]>[NH2:1]/[C:2](/[C:13]1[CH:18]=[CH:17][CH:16]=[CH:15][C:14]=1[NH2:19])=[C:3]1\[C:4](=[O:12])[C:5]2[CH:11]=[CH:10][CH:9]=[CH:8][C:6]=2[S:7]\1. Procedure details: 0.5 gm (0.00168 mol) of (E)-2-[(amino)-(2-nitrophenyl)methylene]-benzo[b]thiophen-3(2H)-one was dissolved in a mixture of 10 cc of methyl acetate and 10 cc of tetrahydrofuran, and after adding 0.5 gm of Raney nickel the mixture was hydrogenated at room temperature and a hydrogen pressure of 5 bar until hydrogen uptake was at an end. The catalyst was then filtered off, the solvent was evaporated at reduced pressure, and the residue was recrystallized twice in the presence of activated charcoal fr...